From a dataset of the Open Reaction Database (ORD), a public repository of structured organic reaction records. describe an organic reaction: reactants, conditions, products, and yield Reported procedure: To a solution of [(4-bromophenyl)oxy]acetonitrile (3.07 g; 14.5 mmol; step 1 above) in anhyd THF (10 mL) at 0° C. was added BH3.DMS (18.1 mL of a 2M solution in THF; 36.2 mmol), dropwise over 5 min. The mixture was heated under reflux for 1.5 h, cooled, and 2M HCl (ca. 50 mL) was slowly added. The acidic mixture was extracted with Et2O (×2) and the extracts set aside. NaOH pellets were added to the aqueous residue until ca. pH 14, and the whole was extracted with Et2O (×3). Combined extracts of ... Reaction conditions: time 5 minute. Product: BrC1=CC=C(C=C1)OCCN ({2-[(4-Bromophenyl)oxy]ethyl}amine). RXN SMILES: [Br:1][C:2]1[CH:7]=[CH:6][C:5]([O:8][CH2:9][C:10]#[N:11])=[CH:4][CH:3]=1.CSC.Cl>C1COCC1>[Br:1][C:2]1[CH:3]=[CH:4][C:5]([O:8][CH2:9][CH2:10][NH2:11])=[CH:6][CH:7]=1. Solvent: C1CCOC1 (THF), C1CCOC1 (THF). Starting materials: Cl (HCl), BrC1=CC=C(C=C1)OCC#N ([(4-Bromophenyl)oxy]acetonitrile), CSC (DMS), solution. Starting materials: C1(=CC=CC=C1)C=1C(=COC1)C=O (4-phenyl-3-furaldehyde), C(CCCCCCCCCCC)[Mg]Br (Dodecylmagnesium bromide), solution, aldehyde, C(C)(=O)OC(C)=O (acetic anhydride). Run in C1CCOC1 (THF), C1CCOC1 (THF). Reaction conditions: time 2 hour. Product: C(C)(=O)OC(CCCCCCCCCCCC)C1=COC=C1C1=CC=CC=C1 (3(-1-Acetoxytridecyl)-4-phenylfuran). Reaction SMILES: [CH2:1]([Mg]Br)[CH2:2][CH2:3][CH2:4][CH2:5][CH2:6][CH2:7][CH2:8][CH2:9][CH2:10][CH2:11][CH3:12].[C:15]1([C:21]2[C:22]([CH:26]=[O:27])=[CH:23][O:24][CH:25]=2)[CH:20]=[CH:19][CH:18]=[CH:17][CH:16]=1.[C:28](OC(=O)C)(=[O:30])[CH3:29]>C1COCC1>[C:28]([O:27][CH:26]([C:22]1[C:21]([C:15]2[CH:16]=[CH:17][CH:18]=[CH:19][CH:20]=2)=[CH:25][O:24][CH:23]=1)[CH2:1][CH2:2][CH2:3][CH2:4][CH2:5][CH2:6][CH2:7][CH2:8][CH2:9][CH2:10][CH2:11][CH3:12])(=[O:30])[CH3:29]. Procedure details: Dodecylmagnesium bromide (a 1.0M solution in THF; 2.11 ml, 2.11 mmol) was added to a solution of 4-phenyl-3-furaldehyde (303 mg, 1.76 mmol) in THF at 0 degrees under argon and gradually allowed to warm to room temperature with stirring. When all of the aldehyde was consumed acetic anhydride (719 mg, 7.04 mmol) was added and stirring was continued for 2 hours more. The reaction was quenched with saturated ammonium chloride and the organics were extracted into ethyl ether. The combined fractions w... The reactants are NC1=NC(=CC(=N1)N)Cl (2,4-diamino-6-chloropyrimidine), C(C)O (ethanol), [OH-].[Na+] (sodium hydroxide), C(C)O (ethanol), ClC1=CC(=CC=C1)C(=O)OO (3-chloroperbenzoic acid). Run in O (water). Conditions: temperature -10 celsius, time 7 hour. The product is NC1=NC(=CC(=[N+]1[O-])N)Cl (2,4-diamino-6-chloropyrimidine-3-oxide). RXN SMILES: [NH2:1][C:2]1[N:7]=[C:6]([NH2:8])[CH:5]=[C:4]([Cl:9])[N:3]=1.C([OH:12])C.ClC1C=CC=C(C(OO)=O)C=1.[OH-].[Na+]>O>[NH2:1][C:2]1[N+:7]([O-:12])=[C:6]([NH2:8])[CH:5]=[C:4]([Cl:9])[N:3]=1 |f:3.4|. Reported procedure: 75 G. of 2,4-diamino-6-chloropyrimidine are dissolved at 35° C. in 1500 ml. of ethanol. The solution is cooled to -10° C. and a solution of 100 g. of 3-chloroperbenzoic acid in 500 ml. of ethanol is slowly added dropwise within 1 hour. The suspension is subsequently stirred at -10° C. for 7 hours and left to stand at 5° C. overnight. The suspension is neutralized with 24 g. of sodium hydroxide in 100 ml. of water. The solid material is filtered off and recrystallized from ethanol, there being ob...